From a dataset of the Open Reaction Database (ORD), a public repository of structured organic reaction records. describe an organic reaction: reactants, conditions, products, and yield Reactants: COc1ccc(Br)cc1C(C)(C)CC(O)(Cn1ccc(=O)c2ccccc21)C(F)(F)F, [Na+], [Na+], O=C([O-])[O-], c1ccc(P(c2ccccc2)(c2ccccc2)[Pd](P(c2ccccc2)(c2ccccc2)c2ccccc2)(P(c2ccccc2)(c2ccccc2)c2ccccc2)P(c2ccccc2)(c2ccccc2)c2ccccc2)cc1, OB(O)c1ccsc1. Yields the product COc1ccc(-c2ccsc2)cc1C(C)(C)CC(O)(Cn1ccc(=O)c2ccccc21)C(F)(F)F. Reaction SMILES: [Br:1][c:2]1[cH:3][cH:4][c:5]([O:30][CH3:31])[c:6]([C:8]([CH2:9][C:10]([CH2:11][n:12]2[cH:13][cH:14][c:15](=[O:22])[c:16]3[cH:17][cH:18][cH:19][cH:20][c:21]23)([C:23]([F:24])([F:25])[F:26])[OH:27])([CH3:28])[CH3:29])[cH:7]1.[Na+:40].[Na+:41].[O-:42][C:43](=[O:44])[O-:45].[cH:46]1[cH:47][cH:48][c:49]([P:50]([Pd:51]([P:52]([c:53]2[cH:54][cH:55][cH:56][cH:57][cH:58]2)([c:59]2[cH:60][cH:61][cH:62][cH:63][cH:64]2)[c:65]2[cH:66][cH:67][cH:68][cH:69][cH:70]2)([P:71]([c:72]2[cH:73][cH:74][cH:75][cH:76][cH:77]2)([c:78]2[cH:79][cH:80][cH:81][cH:82][cH:83]2)[c:84]2[cH:85][cH:86][cH:87][cH:88][cH:89]2)[P:90]([c:91]2[cH:92][cH:93][cH:94][cH:95][cH:96]2)([c:97]2[cH:98][cH:99][cH:100][cH:101][cH:102]2)[c:103]2[cH:104][cH:105][cH:106][cH:107][cH:108]2)([c:109]2[cH:110][cH:111][cH:112][cH:113][cH:114]2)[c:115]2[cH:116][cH:117][cH:118][cH:119][cH:120]2)[cH:121][cH:122]1.[s:32]1[cH:33][c:34]([B:37]([OH:38])[OH:39])[cH:35][cH:36]1>>[c:2]1(-[c:34]2[cH:33][s:32][cH:36][cH:35]2)[cH:3][cH:4][c:5]([O:30][CH3:31])[c:6]([C:8]([CH2:9][C:10]([CH2:11][n:12]2[cH:13][cH:14][c:15](=[O:22])[c:16]3[cH:17][cH:18][cH:19][cH:20][c:21]23)([C:23]([F:24])([F:25])[F:26])[OH:27])([CH3:28])[CH3:29])[cH:7]1. Reactants: C(C)(C)(C)OC(=O)NC[C@@H]1CN(CC1)CCCCNC(=O)C1=CN(C2=CC=CC=C12)C(C)C (N-(4-((3R)-3-tert-Butoxycarbonylaminomethylpyrrolidin-1-yl)-butyl)-1-isopropyl-1 H-indole-3-carboxamide), Cl.O1CCOCC1 (hydrochloric acid dioxane). Conditions: time 60 minute. Product: NC1=CC(=C(C(=O)NC[C@@H]2CN(CC2)CCCCNC(=O)C2=CN(C3=CC=CC=C23)C(C)C)C=C1Cl)OC (N-(4-((3R)-3-(4-amino-5-chloro-2-methoxybenzoylaminomethyl)pyrrolidin-1-yl)butyl)-1-isopropyl-1 H-indole-3-carboxamide). As a reaction SMILES: C(O[C:6]([NH:8][CH2:9][C@H:10]1[CH2:14][CH2:13][N:12]([CH2:15][CH2:16][CH2:17][CH2:18][NH:19][C:20]([C:22]2[C:30]3[C:25](=[CH:26][CH:27]=[CH:28][CH:29]=3)[N:24]([CH:31]([CH3:33])[CH3:32])[CH:23]=2)=[O:21])[CH2:11]1)=[O:7])(C)(C)C.[ClH:34].O1[CH2:40][CH2:39][O:38][CH2:37]C1>>[NH2:24][C:25]1[C:26]([Cl:34])=[CH:27][C:40]([C:6]([NH:8][CH2:9][C@H:10]2[CH2:14][CH2:13][N:12]([CH2:15][CH2:16][CH2:17][CH2:18][NH:19][C:20]([C:22]3[C:30]4[C:25](=[CH:26][CH:27]=[CH:28][CH:29]=4)[N:24]([CH:31]([CH3:33])[CH3:32])[CH:23]=3)=[O:21])[CH2:11]2)=[O:7])=[C:39]([O:38][CH3:37])[CH:30]=1 |f:1.2|. Procedure details: N-(4-((3R)-3-tert-Butoxycarbonylaminomethylpyrrolidin-1-yl)-butyl)-1-isopropyl-1 H-indole-3-carboxamide (1.34 g) was dissolved in 4N hydrochloric acid-dioxane solution (30 ml) and the mixture was stood at room temperature for 60 min. The reaction mixture was concentrated under reduced pressure. Dimethylformamide (30 ml) was added to the residue and the mixture was neutralized with triethylamine (0.81 ml). 4-Amino-5-chloro-2-methoxybenzoic acid (0.59 g) and 1-hydroxybenzotriazole (0.44 g) were ad... The reactants are CC1(OB(OC1(C)C)C=1C=C2CC(CC2=CC1)NS(=O)(=O)C(C)C)C (N-[5-(4,4,5,5-tetramethyl-1,3,2-dioxaborolan-2-yl)-2,3-dihydro-1H-inden-2-yl]-2-propanesulfonamide), BrC=1C=C(C=CC1)CC(C)=O (1-(3-bromophenyl)-2-propanone). The product is O=C(CC=1C=C(C=CC1)C=1C=C2CC(CC2=CC1)NS(=O)(=O)C(C)C)C (N-{5-[3-(2-oxopropyl)phenyl]-2,3-dihydro-1H-inden-2-yl}-2-propanesulfonamide). Reaction SMILES: CC1(C)C(C)(C)OB([C:9]2[CH:10]=[C:11]3[C:15](=[CH:16][CH:17]=2)[CH2:14][CH:13]([NH:18][S:19]([CH:22]([CH3:24])[CH3:23])(=[O:21])=[O:20])[CH2:12]3)O1.Br[C:27]1[CH:28]=[C:29]([CH2:33][C:34](=[O:36])[CH3:35])[CH:30]=[CH:31][CH:32]=1>>[O:36]=[C:34]([CH3:35])[CH2:33][C:29]1[CH:28]=[C:27]([C:9]2[CH:10]=[C:11]3[C:15](=[CH:16][CH:17]=2)[CH2:14][CH:13]([NH:18][S:19]([CH:22]([CH3:23])[CH3:24])(=[O:20])=[O:21])[CH2:12]3)[CH:32]=[CH:31][CH:30]=1. Procedure details: The title compound was prepared from N-[5-(4,4,5,5-tetramethyl-1,3,2-dioxaborolan-2-yl)-2,3-dihydro-1H-inden-2-yl]-2-propanesulfonamide and 1-(3-bromophenyl)-2-propanone in a similar manner to Example 1. Starting materials: CO, COC(=O)c1nnc(Cc2c(Cl)cncc2Cl)c2ccc(OC)cc12, N#N, N. Yields the product COc1ccc2c(Cc3c(Cl)cncc3Cl)nnc(C(N)=O)c2c1. As a reaction SMILES: [CH3:29][OH:30].[CH3:2][O:3][C:4](=[O:5])[c:6]1[n:7][n:8][c:9]([CH2:18][c:19]2[c:20]([Cl:26])[cH:21][n:22][cH:23][c:24]2[Cl:25])[c:10]2[cH:11][cH:12][c:13]([O:16][CH3:17])[cH:14][c:15]12.[N:27]#[N:28].[NH3:1]>>[NH2:1][C:4](=[O:3])[c:6]1[n:7][n:8][c:9]([CH2:18][c:19]2[c:20]([Cl:26])[cH:21][n:22][cH:23][c:24]2[Cl:25])[c:10]2[cH:11][cH:12][c:13]([O:16][CH3:17])[cH:14][c:15]12. Starting materials: C(C)(=O)O[C@]1(C(COC(C)=O)=O)CC[C@H]2[C@@H]3CCC4=CC(CC[C@]4(C)[C@H]3CC[C@]12C)=O (17α,21-diacetoxy-4-pregnene-3,20-dione), C1=CC=C(C=C1)C2=CC=CC=C2.C1=CC=C(C=C1)OC2=CC=CC=C2 (Dowtherm). Product: C(C)(=O)OCC(C1=CC[C@H]2[C@@H]3CCC4=CC(CC[C@]4(C)[C@H]3CC[C@]12C)=O)=O (21-acetoxy-4,16-pregnadiene-3,20-dione). Isolated yield 81.3%. Reaction SMILES: C(O[C@:5]1([C@:29]2([CH3:30])[C@H:15]([C@H:16]3[C@H:26]([CH2:27][CH2:28]2)[C@:24]2([CH3:25])[C:19](=[CH:20][C:21](=[O:31])[CH2:22][CH2:23]2)[CH2:18][CH2:17]3)[CH2:14][CH2:13]1)[C:6](=[O:12])[CH2:7][O:8][C:9](=[O:11])[CH3:10])(=O)C.C1C=CC(C2C=CC=CC=2)=CC=1.C1C=CC(OC2C=CC=CC=2)=CC=1>>[C:9]([O:8][CH2:7][C:6](=[O:12])[C:5]1[C@:29]2([CH3:30])[C@H:15]([C@H:16]3[C@H:26]([CH2:27][CH2:28]2)[C@:24]2([CH3:25])[C:19](=[CH:20][C:21](=[O:31])[CH2:22][CH2:23]2)[CH2:18][CH2:17]3)[CH2:14][CH:13]=1)(=[O:11])[CH3:10] |f:1.2|. Reported procedure: One gram of 17α,21-diacetoxy-4-pregnene-3,20-dione is heated analogously to Example 1 in "Dowtherm" for 80 minutes to 285° C., worked up, separated, and combined. Recrystallization from hexane/ethyl acetate yields 700 mg of 21-acetoxy-4,16-pregnadiene-3,20-dione (83% of theory), m.p. 146°-148° C.